This data is from the Open Reaction Database (ORD), a public repository of structured organic reaction records. The task is: describe an organic reaction: reactants, conditions, products, and yield Starting materials: COC(=O)c1sc(-n2cnc3cc(-c4nnc(C)o4)ccc32)cc1OC(C)c1cccc(O[Si](C)(C)C(C)(C)C)c1Cl, COC(=O)c1sc(-n2cnc3ccc(C#N)cc32)cc1OC(C)c1cccc(O)c1Cl. Product: COC(=O)c1sc(-n2cnc3cc(-c4nnc(C)o4)ccc32)cc1OC(C)c1cccc(O)c1Cl. Reaction SMILES: [Cl:1][c:2]1[c:3]([CH:16]([CH3:17])[O:18][c:19]2[c:20]([C:39](=[O:40])[O:41][CH3:42])[s:21][c:22](-[n:24]3[cH:25][n:26][c:27]4[c:28]3[cH:29][cH:30][c:31](-[c:33]3[o:34][c:35]([CH3:38])[n:36][n:37]3)[cH:32]4)[cH:23]2)[cH:4][cH:5][cH:6][c:7]1[O:8][Si:9]([C:10]([CH3:11])([CH3:12])[CH3:13])([CH3:14])[CH3:15].[Cl:43][c:44]1[c:45]([OH:46])[cH:47][cH:48][cH:49][c:50]1[CH:51]([O:52][c:53]1[cH:54][c:55](-[n:56]2[c:57]3[cH:58][c:59]([C:60]#[N:61])[cH:62][cH:63][c:64]3[n:65][cH:66]2)[s:67][c:68]1[C:69]([O:70][CH3:71])=[O:72])[CH3:73]>>[Cl:1][c:2]1[c:3]([CH:16]([CH3:17])[O:18][c:19]2[c:20]([C:39](=[O:40])[O:41][CH3:42])[s:21][c:22](-[n:24]3[cH:25][n:26][c:27]4[c:28]3[cH:29][cH:30][c:31](-[c:33]3[o:34][c:35]([CH3:38])[n:36][n:37]3)[cH:32]4)[cH:23]2)[cH:4][cH:5][cH:6][c:7]1[OH:8]. The yield is 71.4%. Reported procedure: 25 ml of ethanol was added to 3.64 g (0.01 mol) of 3-hexyloxy-4-hydroxy-5-ethoxycarbonylmethoxy-2H-1-benzopyran-2-one, and 25 ml of an aqueous 1 mol/L sodium hydroxide solution was added under ice cooling, followed by continuous stirring at room temperature for 4 hours. The reaction solution was added to 26 ml of hydrochloric acid having a concentration of 1 mol/L, and after extracting twice with 50 ml of ethyl acetate, the extract was dried over magnesium sulfate. After filtering the ethyl acet... Conditions: time 4 hour. The solvent is C(C)O (ethanol). Reactants: C(CCCCC)OC=1C(OC2=C(C1O)C(=CC=C2)OCC(=O)OCC)=O (3-hexyloxy-4-hydroxy-5-ethoxycarbonylmethoxy-2H-1-benzopyran-2-one), [OH-].[Na+] (sodium hydroxide), Cl (hydrochloric acid). As a reaction SMILES: [CH2:1]([O:7][C:8]1[C:9](=[O:26])[O:10][C:11]2[CH:18]=[CH:17][CH:16]=[C:15]([O:19][CH2:20][C:21]([O:23]CC)=[O:22])[C:12]=2[C:13]=1[OH:14])[CH2:2][CH2:3][CH2:4][CH2:5][CH3:6].[OH-].[Na+].Cl>C(O)C>[CH2:1]([O:7][C:8]1[C:9](=[O:26])[O:10][C:11]2[CH:18]=[CH:17][CH:16]=[C:15]([O:19][CH2:20][C:21]([OH:23])=[O:22])[C:12]=2[C:13]=1[OH:14])[CH2:2][CH2:3][CH2:4][CH2:5][CH3:6] |f:1.2|. Product: C(CCCCC)OC=1C(OC2=C(C1O)C(=CC=C2)OCC(=O)O)=O (3-hexyloxy-4-hydroxy-5-hydroxycarbonylmethoxy-2H-1-benzopyran-2-one).